From a dataset of the Open Reaction Database (ORD), a public repository of structured organic reaction records. describe an organic reaction: reactants, conditions, products, and yield Starting materials: O=C([O-])[O-], CC(C)(C)OC(=O)N1CCC(c2cc(N(COCC[Si](C)(C)C)COCC[Si](C)(C)C)n3ncc(I)c3n2)CC1, CC1(C)OB(c2ccc(-n3cncn3)nc2)OC1(C)C, COCCOC, [Na+], [Na+]. The product is CC(C)(C)OC(=O)N1CCC(c2cc(N(COCC[Si](C)(C)C)COCC[Si](C)(C)C)n3ncc(-c4ccc(-n5cncn5)nc4)c3n2)CC1. Reaction SMILES: [C:61](=[O:62])([O-:63])[O-:64].[CH3:1][Si:2]([CH2:3][CH2:4][O:5][CH2:6][N:7]([c:8]1[cH:9][c:10]([CH:18]2[CH2:19][CH2:20][N:21]([C:24](=[O:25])[O:26][C:27]([CH3:28])([CH3:29])[CH3:30])[CH2:22][CH2:23]2)[n:11][c:12]2[n:13]1[n:14][cH:15][c:16]2[I:17])[CH2:31][O:32][CH2:33][CH2:34][Si:35]([CH3:36])([CH3:37])[CH3:38])([CH3:39])[CH3:40].[CH3:41][C:42]1([CH3:43])[C:44]([CH3:45])([CH3:46])[O:47][B:48]([c:49]2[cH:50][cH:51][c:52](-[n:55]3[n:56][cH:57][n:58][cH:59]3)[n:53][cH:54]2)[O:60]1.[CH3:67][O:68][CH2:69][CH2:70][O:71][CH3:72].[Na+:65].[Na+:66]>>[CH3:1][Si:2]([CH2:3][CH2:4][O:5][CH2:6][N:7]([c:8]1[cH:9][c:10]([CH:18]2[CH2:19][CH2:20][N:21]([C:24](=[O:25])[O:26][C:27]([CH3:28])([CH3:29])[CH3:30])[CH2:22][CH2:23]2)[n:11][c:12]2[n:13]1[n:14][cH:15][c:16]2-[c:49]1[cH:50][cH:51][c:52](-[n:55]2[n:56][cH:57][n:58][cH:59]2)[n:53][cH:54]1)[CH2:31][O:32][CH2:33][CH2:34][Si:35]([CH3:36])([CH3:37])[CH3:38])([CH3:39])[CH3:40]. Reactants: OCC1=C(C=CC(=C1)C)O (2-Hydroxymethyl-4-methylphenol). Reagents/catalysts: [O-2].[O-2].[Mn+4] (manganese dioxide). Solvent: C(Cl)(Cl)Cl (CHCl3). Conditions: time 8 hour. Product: OC1=C(C=O)C=C(C=C1)C (2-hydroxy-5-methylbenzaldehyde). The yield is 20.7%. Reaction SMILES: [OH:1][CH2:2][C:3]1[CH:8]=[C:7]([CH3:9])[CH:6]=[CH:5][C:4]=1[OH:10]>C(Cl)(Cl)Cl.[O-2].[O-2].[Mn+4]>[OH:10][C:4]1[CH:5]=[CH:6][C:7]([CH3:9])=[CH:8][C:3]=1[CH:2]=[O:1] |f:2.3.4|. Reported procedure: 2-Hydroxymethyl-4-methylphenol (3.1 g, 22.4 mMol) was dissolved in CHCl3 (95 ml). The solution was treated with manganese dioxide (8.7 g, 100 mmol) and the reaction stirred at ambient temperature overnight under an argon atmosphere. The reaction was then filtered through Celite and the solvent evaporated. The residue was subjected to chromatography (eluant: ethyl ether/hexane) to give 2-hydroxy-5-methylbenzaldehyde as a pale green solid (0.63 g, 20.7%). The reactants are Brc1c[nH]cn1, CS(C)=O, CCOC(C)=O, CS(=O)(=O)Nn1c(=O)[nH]c2cc([N+](=O)[O-])c(F)cc2c1=O, O. Product: CS(=O)(=O)Nn1c(=O)[nH]c2cc([N+](=O)[O-])c(-n3cnc(Br)c3)cc2c1=O. As a reaction SMILES: [Br:22][c:23]1[n:24][cH:25][nH:26][cH:27]1.[CH3:28][S:29]([CH3:30])=[O:31].[CH3:32][CH2:33][O:34][C:35](=[O:36])[CH3:37].[F:1][c:2]1[cH:3][c:4]2[c:5](=[O:21])[n:6]([NH:16][S:17](=[O:18])(=[O:19])[CH3:20])[c:7](=[O:15])[nH:8][c:9]2[cH:10][c:11]1[N+:12](=[O:13])[O-:14].[OH2:38]>>[c:2]1(-[n:26]2[cH:25][n:24][c:23]([Br:22])[cH:27]2)[cH:3][c:4]2[c:5](=[O:21])[n:6]([NH:16][S:17](=[O:18])(=[O:19])[CH3:20])[c:7](=[O:15])[nH:8][c:9]2[cH:10][c:11]1[N+:12](=[O:13])[O-:14]. Starting materials: ClCC1=NC=NC(=C1)C1=CC(=C(C(=C1)OC)OC)OC (4-Chloromethyl-6-(3,4,5-trimethoxyphenyl)pyrimidine), N1CCNCC1 (piperazine). Yields the product COC=1C=C(C=C(C1OC)OC)C1=CC(=NC=N1)CN1CCN(CC1)CC1=NC=NC(=C1)C1=CC(=C(C(=C1)OC)OC)OC (N,N′-bis[[6-(3,4,5-Trimethoxyphenyl)-pyrimidin-4-yl]methyl]piperazine). RXN SMILES: Cl[CH2:2][C:3]1[CH:8]=[C:7]([C:9]2[CH:14]=[C:13]([O:15][CH3:16])[C:12]([O:17][CH3:18])=[C:11]([O:19][CH3:20])[CH:10]=2)[N:6]=[CH:5][N:4]=1.[NH:21]1[CH2:26][CH2:25][NH:24][CH2:23][CH2:22]1>>[CH3:20][O:19][C:11]1[CH:10]=[C:9]([C:7]2[N:6]=[CH:5][N:4]=[C:3]([CH2:2][N:21]3[CH2:26][CH2:25][N:24]([CH2:2][C:3]4[CH:8]=[C:7]([C:9]5[CH:10]=[C:11]([O:19][CH3:20])[C:12]([O:17][CH3:18])=[C:13]([O:15][CH3:16])[CH:14]=5)[N:6]=[CH:5][N:4]=4)[CH2:23][CH2:22]3)[CH:8]=2)[CH:14]=[C:13]([O:15][CH3:16])[C:12]=1[O:17][CH3:18]. Reported procedure: 4-Chloromethyl-6-(3,4,5-trimethoxyphenyl)pyrimidine (126 mg) and piperazine (18 mg) were reacted in the same manner as in Example 1 to obtain the title compound as a free base. The reactants are C(#C)C=1C=C(C=NC1)NC(OC(C)(C)C)=O (tert-butyl (5-ethynylpyridin-3-yl)carbamate), IC1=C(C=CC(=C1)[N+](=O)[O-])NC(OC(C)(C)C)=O (tert-butyl (2-iodo-4-nitrophenyl)carbamate). Product: C(C)(C)(C)OC(=O)NC1=C(C=C(C=C1)[N+](=O)[O-])C#CC=1C=C(C=NC1)NC(OC(C)(C)C)=O (tert-Butyl [5-({2-[(tert-butoxycarbonyl)amino]-5-nitrophenyl}ethynyl)pyridin-3-yl]carbamate). Yield: 85.0%. Reaction SMILES: [C:1]([C:3]1[CH:4]=[C:5]([NH:9][C:10](=[O:16])[O:11][C:12]([CH3:15])([CH3:14])[CH3:13])[CH:6]=[N:7][CH:8]=1)#[CH:2].I[C:18]1[CH:23]=[C:22]([N+:24]([O-:26])=[O:25])[CH:21]=[CH:20][C:19]=1[NH:27][C:28](=[O:34])[O:29][C:30]([CH3:33])([CH3:32])[CH3:31]>>[C:30]([O:29][C:28]([NH:27][C:19]1[CH:20]=[CH:21][C:22]([N+:24]([O-:26])=[O:25])=[CH:23][C:18]=1[C:2]#[C:1][C:3]1[CH:4]=[C:5]([NH:9][C:10](=[O:16])[O:11][C:12]([CH3:13])([CH3:15])[CH3:14])[CH:6]=[N:7][CH:8]=1)=[O:34])([CH3:33])([CH3:31])[CH3:32]. Reported procedure: This compound was prepared according to the procedure of Example B19 step C, using tert-butyl (5-ethynylpyridin-3-yl)carbamate and tert-butyl (2-iodo-4-nitrophenyl)carbamate as the starting material in 85% yield. LCMS calculated for C23H27N4O6(M+H)+: m/z=455.1. Starting materials: C(C)(C)N(C(C)C)CC (N,N-diisopropylethylamine), I.ClC=1N=CN(C1)C1=C(C=C(C=C1)NC(=N)SC)OC (Methyl 4-(4-chloro-1H-imidazol-1-yl)-3-methoxyphenyl-carbamimidothioate, hydroiodide), ClCCC(CC(C(=O)O)C1=CC=C(C=C1)F)=C (6-chloro-2-(4-fluorophenyl)-4-methylenehexanoic acid), NN (hydrazine), CN1CCOCC1 (N-methylmorpholine). Product: ClCCCCC(C1=CC=C(C=C1)OCC)C1=NC(=NN1)NC1=CC(=C(C=C1)N1C=NC(=C1)Cl)OC (5-(5-chloro-1-(4-ethoxyphenyl)pentyl)-N-(4-(4-chloro-1H-imidazol-1-yl)-3-methoxyphenyl)-1H-1,2,4-triazol-3-amine). As a reaction SMILES: I.[Cl:2][C:3]1[N:4]=[CH:5][N:6]([C:8]2[CH:13]=[CH:12][C:11]([NH:14][C:15](SC)=[NH:16])=[CH:10][C:9]=2[O:19][CH3:20])[CH:7]=1.[Cl:21][CH2:22][CH2:23][C:24](=C)[CH2:25][CH:26]([C:30]1[CH:35]=[CH:34][C:33](F)=[CH:32][CH:31]=1)[C:27](O)=O.CN1CC[O:42][CH2:41][CH2:40]1.C(N(CC)C(C)C)(C)C.[NH2:54][NH2:55]>>[Cl:21][CH2:22][CH2:23][CH2:24][CH2:25][CH:26]([C:27]1[NH:55][N:54]=[C:15]([NH:14][C:11]2[CH:12]=[CH:13][C:8]([N:6]3[CH:7]=[C:3]([Cl:2])[N:4]=[CH:5]3)=[C:9]([O:19][CH3:20])[CH:10]=2)[N:16]=1)[C:30]1[CH:31]=[CH:32][C:33]([O:42][CH2:41][CH3:40])=[CH:34][CH:35]=1 |f:0.1|. Procedure details: Methyl 4-(4-chloro-1H-imidazol-1-yl)-3-methoxyphenyl-carbamimidothioate, hydroiodide (0.750 g, 1.77 mmol), from preparation A) and 6-chloro-2-(4-fluorophenyl)-4-methylenehexanoic acid (0.499 g, 1.94 mmol, from preparation AAI) were coupled [N-methylmorpholine (0.971 mL, 8.83 mmol) was substituted for N,N-diisopropylethylamine] and then reacted with hydrazine (0.222 mL, 7.07 mmol) using a procedure analogous to Step A of Example 13. After an aqueous workup, 5-(5-chloro-1-(4-ethoxyphenyl)pentyl)-N... Reactants: O=C1CC2CC(CC2C1)(C(=O)OC(C)(C)C)C(=O)OCC (2-tert-butyl 2-ethyl 5-oxohexahydropentalene-2,2(1H)-dicarboxylate), C(=O)(C(F)(F)F)O (TFA). Solvent: C(Cl)Cl (DCM). Run at time 4 hour. Product: O=C1CC2CC(CC2C1)C(=O)OCC (ethyl 5-oxooctahydropentalene-2-carboxylate). As a reaction SMILES: [O:1]=[C:2]1[CH2:9][CH:8]2[CH:4]([CH2:5][C:6](C(OCC)=O)([C:10]([O:12][C:13](C)(C)[CH3:14])=[O:11])[CH2:7]2)[CH2:3]1.C(O)(C(F)(F)F)=O>C(Cl)Cl>[O:1]=[C:2]1[CH2:3][CH:4]2[CH:8]([CH2:7][CH:6]([C:10]([O:12][CH2:13][CH3:14])=[O:11])[CH2:5]2)[CH2:9]1. Procedure details: To a solution of 2-tert-butyl 2-ethyl 5-oxohexahydropentalene-2,2(1H)-dicarboxylate (0.8 g, 2.70 mmol) in DCM (4 mL) was added TFA (2.080 mL) and the reaction mixture was stirred at rt for 4 h. The reaction mixture was evaporated to dryness and the residue was dissolved in pyridine (5 mL) and heated to reflux for 4 h until decarboxylation was complete. Pyridine was evaporated and the residue was purified by silica gel chromatography (10% EtOAC in DCM) to afford ethyl 5-oxooctahydropentalene-2-ca...